This data is from the Open Reaction Database (ORD), a public repository of structured organic reaction records. The task is: describe an organic reaction: reactants, conditions, products, and yield Reactants: F[B-](F)(F)F, CCO, COc1cc(C(=O)O)ccc1CN1CCNC(=O)C1, CCN(C(C)C)C(C)C, CC(N)c1nc2cc(Cl)ccc2[nH]1, Cl, ClCCl, C1CCOC1, CN(C)C(On1nnc2ccccc21)=[N+](C)C. Product: COc1cc(C(=O)NC(C)c2nc3cc(Cl)ccc3[nH]2)ccc1CN1CCNC(=O)C1. As a reaction SMILES: [B-:20]([F:21])([F:22])([F:23])[F:24].[CH2:70]([OH:71])[CH3:72].[CH3:1][O:2][c:3]1[cH:4][c:5]([C:6](=[O:7])[OH:8])[cH:9][cH:10][c:11]1[CH2:12][N:13]1[CH2:14][C:15](=[O:19])[NH:16][CH2:17][CH2:18]1.[CH:42]([N:43]([CH:44]([CH3:45])[CH3:46])[CH2:47][CH3:48])([CH3:49])[CH3:50].[Cl:51][c:52]1[cH:53][c:54]2[c:55]([nH:56][c:57]([CH:59]([CH3:60])[NH2:61])[n:58]2)[cH:62][cH:63]1.[Cl:64].[Cl:73][CH2:74][Cl:75].[O:65]1[CH2:66][CH2:67][CH2:68][CH2:69]1.[n:25]1([O:26][C:27]([N:28]([CH3:29])[CH3:30])=[N+:31]([CH3:32])[CH3:33])[c:34]2[cH:35][cH:36][cH:37][cH:38][c:39]2[n:40][n:41]1>>[CH3:1][O:2][c:3]1[cH:4][c:5]([C:6](=[O:8])[NH:61][CH:59]([c:57]2[nH:56][c:55]3[c:54]([cH:53][c:52]([Cl:51])[cH:63][cH:62]3)[n:58]2)[CH3:60])[cH:9][cH:10][c:11]1[CH2:12][N:13]1[CH2:14][C:15](=[O:19])[NH:16][CH2:17][CH2:18]1. Starting materials: BrC=1C=NC(=NC1)OCCOC1=NN(C(=C1C1=CC=C(C=C1)C)NS(=O)(=O)C1=CC=C(C=C1)C(C)(C)C)C (N-[3-{2-[(5-bromo-2-pyrimidinyl)oxy]ethoxy}-1-methyl-4-(4-methylphenyl)-1H-pyrazol-5-yl]-4-(tert-butyl)benzenesulfonamide), C(CCC)[Sn](C=1SC=CC1)(CCCC)CCCC (2-(tributylstannyl)thiophene). The reagents and catalysts are C1=CC=C(C=C1)P(C2=CC=CC=C2)C3=CC=CC=C3.C1=CC=C(C=C1)P(C2=CC=CC=C2)C3=CC=CC=C3.Cl[Pd]Cl (bis(triphenylphosphine)palladium (II) chloride), [Pd](Cl)Cl.C1(=CC=CC=C1)P(C1=CC=CC=C1)C1=CC=CC=C1.C1(=CC=CC=C1)P(C1=CC=CC=C1)C1=CC=CC=C1 (bis(triphenylphosphine) palladium (II) chloride). Run in C(C)(=O)OCC (ethyl acetate), O1CCOCC1 (1,4-dioxane). Reaction conditions: time 16 hour. Yields the product C(C)(C)(C)C1=CC=C(C=C1)S(=O)(=O)NC1=C(C(=NN1C)OCCOC1=NC=C(C=N1)C=1SC=CC1)C1=CC=C(C=C1)C (4-(tert-butyl)-N-[1-methyl-4-(4-methylphenyl)-3-(2-{[5-(2-thienyl)-2-pyrimidinyl]oxy}ethoxy)-1H-pyrazol-5-yl]benzenesulfonamide). Yield: 67.2%. RXN SMILES: Br[C:2]1[CH:3]=[N:4][C:5]([O:8][CH2:9][CH2:10][O:11][C:12]2[C:16]([C:17]3[CH:22]=[CH:21][C:20]([CH3:23])=[CH:19][CH:18]=3)=[C:15]([NH:24][S:25]([C:28]3[CH:33]=[CH:32][C:31]([C:34]([CH3:37])([CH3:36])[CH3:35])=[CH:30][CH:29]=3)(=[O:27])=[O:26])[N:14]([CH3:38])[N:13]=2)=[N:6][CH:7]=1.C([Sn](CCCC)(CCCC)[C:44]1[S:45][CH:46]=[CH:47][CH:48]=1)CCC>O1CCOCC1.C(OCC)(=O)C.C1C=CC(P(C2C=CC=CC=2)C2C=CC=CC=2)=CC=1.C1C=CC(P(C2C=CC=CC=2)C2C=CC=CC=2)=CC=1.Cl[Pd]Cl>[C:34]([C:31]1[CH:32]=[CH:33][C:28]([S:25]([NH:24][C:15]2[N:14]([CH3:38])[N:13]=[C:12]([O:11][CH2:10][CH2:9][O:8][C:5]3[N:4]=[CH:3][C:2]([C:44]4[S:45][CH:46]=[CH:47][CH:48]=4)=[CH:7][N:6]=3)[C:16]=2[C:17]2[CH:22]=[CH:21][C:20]([CH3:23])=[CH:19][CH:18]=2)(=[O:27])=[O:26])=[CH:29][CH:30]=1)([CH3:37])([CH3:36])[CH3:35] |f:4.5.6|. Reported procedure: To N-[3-{2-[(5-bromo-2-pyrimidinyl)oxy]ethoxy}-1-methyl-4-(4-methylphenyl)-1H-pyrazol-5-yl]-4-(tert-butyl)benzenesulfonamide (Example 3) (111 mg) in 1,4-dioxane (5 ml) at room temperature was added 2-(tributylstannyl)thiophene (103 mg) and bis(triphenylphosphine)palladium (II) chloride (6.5 mg) the mixture was stirred and heated to reflux for 3 hrs followed by 16 hrs. at room temperature. To the mixture was added bis(triphenylphosphine) palladium (II) chloride (6.5 mg) and the mixture was heated... Reaction SMILES: [BH4-:30].[CH3:32][OH:33].[Cl:1][c:2]1[cH:3][c:4]([C:27]([CH3:28])=[O:29])[cH:5][n:6][c:7]1[N:8]1[CH2:9][CH2:10][N:11]([c:14]2[n:15][c:16]3[c:17]([nH:18]2)[cH:19][c:20]([C:23]([F:24])([F:25])[F:26])[cH:21][cH:22]3)[CH2:12][CH2:13]1.[Na+:31]>>[Cl:1][c:2]1[cH:3][c:4]([CH:27]([CH3:28])[OH:29])[cH:5][n:6][c:7]1[N:8]1[CH2:9][CH2:10][N:11]([c:14]2[n:15][c:16]3[c:17]([nH:18]2)[cH:19][c:20]([C:23]([F:24])([F:25])[F:26])[cH:21][cH:22]3)[CH2:12][CH2:13]1. Starting materials: [BH4-], CO, CC(=O)c1cnc(N2CCN(c3nc4ccc(C(F)(F)F)cc4[nH]3)CC2)c(Cl)c1, [Na+]. Yields the product CC(O)c1cnc(N2CCN(c3nc4ccc(C(F)(F)F)cc4[nH]3)CC2)c(Cl)c1. Reactants: BrC1=C(C2=C(NC(OC2)=O)C=C1)C (6-bromo-5-methyl-1,4-dihydro-benzo[d][1,3]oxazin-2-one), [N+](=O)([O-])[O-].[K+] (KNO3). The solvent is OS(=O)(=O)O (H2SO4). Run at time 14 hour. Yields the product BrC1=C(C2=C(NC(OC2)=O)C(=C1)[N+](=O)[O-])C (6-Bromo-5-methyl-8-nitro-1,4-dihydro-benzo[d][1,3]oxazin-2-one). Reaction SMILES: [Br:1][C:2]1[CH:12]=[CH:11][C:5]2[NH:6][C:7](=[O:10])[O:8][CH2:9][C:4]=2[C:3]=1[CH3:13].[N+:14]([O-])([O-:16])=[O:15].[K+]>OS(O)(=O)=O>[Br:1][C:2]1[CH:12]=[C:11]([N+:14]([O-:16])=[O:15])[C:5]2[NH:6][C:7](=[O:10])[O:8][CH2:9][C:4]=2[C:3]=1[CH3:13] |f:1.2|. Procedure details: To a solution of 6-bromo-5-methyl-1,4-dihydro-benzo[d][1,3]oxazin-2-one (0.726 g, 3 mmol) in concentrate H2SO4 (4 mL), KNO3 (0.303 g, 3 mmol) was added at 0° C. Reaction mixture stirred 14 hours and poured over crushed ice. Yellow precipitate was obtained, which was filtered and dried. (Yield: 0.782=91%); Starting materials: CC(=O)O, [H][H], O, O=C1C(=C(NO)c2ccccc2)Sc2ccccc21, O=[Pt]=O. Product: NC(=C1Sc2ccccc2C1=O)c1ccccc1. As a reaction SMILES: [CH3:23][C:24](=[O:25])[OH:26].[H:20][H:21].[OH2:22].[OH:1][NH:2][C:3](=[C:4]1[C:5](=[O:13])[c:6]2[c:7]([cH:9][cH:10][cH:11][cH:12]2)[S:8]1)[c:14]1[cH:15][cH:16][cH:17][cH:18][cH:19]1.[Pt:27](=[O:28])=[O:29]>>[NH2:2][C:3](=[C:4]1[C:5](=[O:13])[c:6]2[c:7]([cH:9][cH:10][cH:11][cH:12]2)[S:8]1)[c:14]1[cH:15][cH:16][cH:17][cH:18][cH:19]1. Starting materials: OCCC1CCCC1, O=C1c2ccccc2C(=O)N1O. Product: NOCCC1CCCC1. RXN SMILES: [CH:13]1([CH2:18][CH2:19][OH:20])[CH2:14][CH2:15][CH2:16][CH2:17]1.[OH:1][N:2]1[C:3](=[O:4])[c:5]2[cH:6][cH:7][cH:8][cH:9][c:10]2[C:11]1=[O:12]>>[NH2:2][O:20][CH2:19][CH2:18][CH:13]1[CH2:14][CH2:15][CH2:16][CH2:17]1. Starting materials: OC1=CC=C(C(=O)OC)C=C1 (methyl 4-hydroxybenzoate), BrCCCBr (1,3-dibromo-propane), C([O-])([O-])=O.[K+].[K+] (potassium carbonate). The solvent is CC#N (CH3CN). Run at temperature 70 celsius. The product is BrCCCOC1=CC=C(C(=O)OC)C=C1 (Methyl 4-(3-bromopropoxy)benzoate). The yield is 89.3%. RXN SMILES: [OH:1][C:2]1[CH:11]=[CH:10][C:5]([C:6]([O:8][CH3:9])=[O:7])=[CH:4][CH:3]=1.[Br:12][CH2:13][CH2:14][CH2:15]Br.C(=O)([O-])[O-].[K+].[K+]>CC#N>[Br:12][CH2:13][CH2:14][CH2:15][O:1][C:2]1[CH:3]=[CH:4][C:5]([C:6]([O:8][CH3:9])=[O:7])=[CH:10][CH:11]=1 |f:2.3.4|. Reported procedure: A mixture of methyl 4-hydroxybenzoate (1.52 g, 10 mmol), 1,3-dibromo-propane (20.3 mL, 200 mmol) and potassium carbonate (4.2 g, 30 mmol) in 100 mL of dry CH3CN was heated at 70° C. for 5.0 hr. After cooling to room temperature, the reaction mixture was filtered through a pad of Celite and rinsed with CH3CN. The combined filtrates were concentrated in vacuo and purified by ISCO (Hexane-ethyl acetate: 80:20 to 0:100) on silica gel to afford 107A (2.44 g, 89%) as an oil. Reactants: C(C1=CC=CC=C1)OC=1C=C(C=O)C=CC1 (3-benzyloxy-benzaldehyde), C(C)OCC(=O)OCC (ethyl ethoxyacetate), COC(C(C(O)C1=CC(=CC=C1)OCC1=CC=CC=C1)OC)=O (3-(3-benzyloxy-phenyl)-3-hydroxy-2-methoxy-propionic acid methyl ester). Product: C(C)OC(C(C(O)C1=CC(=CC=C1)OCC1=CC=CC=C1)OCC)=O (3-(3-benzyloxy-phenyl)-2-ethoxy-3-hydroxy-propionic acid ethyl ester). As a reaction SMILES: [CH2:1]([O:8][C:9]1[CH:10]=[C:11]([CH:14]=[CH:15][CH:16]=1)[CH:12]=[O:13])[C:2]1[CH:7]=[CH:6][CH:5]=[CH:4][CH:3]=1.[CH2:17]([O:19][CH2:20][C:21]([O:23][CH2:24][CH3:25])=[O:22])[CH3:18].COC(=O)C(OC)C(C1C=CC=C(OCC2C=CC=CC=2)C=1)O>>[CH2:24]([O:23][C:21](=[O:22])[CH:20]([O:19][CH2:17][CH3:18])[CH:12]([C:11]1[CH:14]=[CH:15][CH:16]=[C:9]([O:8][CH2:1][C:2]2[CH:3]=[CH:4][CH:5]=[CH:6][CH:7]=2)[CH:10]=1)[OH:13])[CH3:25]. Reported procedure: The title compound was prepared from 3-benzyloxy-benzaldehyde and ethyl ethoxyacetate via the same procedure used for the preparation of 3-(3-benzyloxy-phenyl)-3-hydroxy-2-methoxy-propionic acid methyl ester (Example 291, Step 1) to afford the title compound as a colorless oil.